Dataset: the Open Reaction Database (ORD), a public repository of structured organic reaction records. Task: describe an organic reaction: reactants, conditions, products, and yield The reactants are Cl (HCl), C1(CCCCC1)N[C@H]1[C@@H]2[C@]3(C[C@@H]([C@H](C[C@@H]3CC[C@H]2[C@@H]2CC[C@@H]([C@@]2(C)C1)C(=O)OC)O)O)C (Methyl 11α-cyclohexylamino-2β,3α-dihydroxy-5α-androstane-17β-carboxylate). Solvent: O (water), O (water). Yields the product Cl.C1(CCCCC1)N[C@H]1[C@@H]2[C@]3(C[C@@H]([C@H](C[C@@H]3CC[C@H]2[C@@H]2CC[C@@H]([C@@]2(C)C1)C(=O)OC)O)O)C (Methyl 11α-cyclohexylamino-2β,3α-dihydroxy-5α-androstane-17β-carboxylate hydrochloride). Isolated yield 2.0%. As a reaction SMILES: [ClH:1].[CH:2]1([NH:8][C@@H:9]2[CH2:26][C@@:24]3([CH3:25])[C@@H:20]([CH2:21][CH2:22][C@@H:23]3[C:27]([O:29][CH3:30])=[O:28])[C@H:19]3[C@H:10]2[C@:11]2([CH3:33])[C@@H:16]([CH2:17][CH2:18]3)[CH2:15][C@H:14]([OH:31])[C@@H:13]([OH:32])[CH2:12]2)[CH2:7][CH2:6][CH2:5][CH2:4][CH2:3]1>O>[ClH:1].[CH:2]1([NH:8][C@@H:9]2[CH2:26][C@@:24]3([CH3:25])[C@@H:20]([CH2:21][CH2:22][C@@H:23]3[C:27]([O:29][CH3:30])=[O:28])[C@H:19]3[C@H:10]2[C@:11]2([CH3:33])[C@@H:16]([CH2:17][CH2:18]3)[CH2:15][C@H:14]([OH:31])[C@@H:13]([OH:32])[CH2:12]2)[CH2:3][CH2:4][CH2:5][CH2:6][CH2:7]1 |f:3.4|. Reported procedure: A solution (11.4 ml; 0.0979M) of HCl in water was added to the product of Example 3 (500 mg) and the mixture stirred until a clear solution was obtained. The solution was made up to 25 g with water to give a 2% solution with pH 2.7. The reactants are C(C)N(CC)CCOCC(CC(=O)OCCCC1=CC=CC=C1)=O (3-phenylpropyl 4-(2-(N,N-diethylamino)ethoxy)acetoacetate), ClC=1C=C(C=O)C=CC1Cl (3,4-dichlorobenzaldehyde), S(=O)(=O)(O)O.CSC(N)=N (2-methyl-2-thiopseudourea sulfate), C(C)(=O)[O-].[Na+] (sodium acetate). Run in CN(C=O)C (N,N-dimethylformamide). Reaction conditions: temperature 60 celsius. Product: ClC=1C=C(C=CC1Cl)C1N=C(NC(=C1C(=O)OCCCC1=CC=CC=C1)COCCN(CC)CC)SC (3-Phenylpropyl 4-(3,4-dichlorophenyl)-6-[(2-(N,N-diethylamino)ethoxy)methyl]-2-methylthio-1,4-dihydropyrimidine-5-carboxylate). The yield is 6.2%. Reaction SMILES: [CH2:1]([N:3]([CH2:6][CH2:7][O:8][CH2:9][C:10](=O)[CH2:11][C:12]([O:14][CH2:15][CH2:16][CH2:17][C:18]1[CH:23]=[CH:22][CH:21]=[CH:20][CH:19]=1)=[O:13])[CH2:4][CH3:5])[CH3:2].[Cl:25][C:26]1[CH:27]=[C:28]([CH:31]=[CH:32][C:33]=1[Cl:34])[CH:29]=O.S(O)(O)(=O)=O.[CH3:40][S:41][C:42](=[NH:44])[NH2:43].C([O-])(=O)C.[Na+]>CN(C)C=O>[Cl:25][C:26]1[CH:27]=[C:28]([CH:29]2[C:11]([C:12]([O:14][CH2:15][CH2:16][CH2:17][C:18]3[CH:23]=[CH:22][CH:21]=[CH:20][CH:19]=3)=[O:13])=[C:10]([CH2:9][O:8][CH2:7][CH2:6][N:3]([CH2:4][CH3:5])[CH2:1][CH3:2])[NH:44][C:42]([S:41][CH3:40])=[N:43]2)[CH:31]=[CH:32][C:33]=1[Cl:34] |f:2.3,4.5|. Procedure: A mixture of 3-phenylpropyl 4-(2-(N,N-diethylamino)ethoxy)acetoacetate (2.0 g, 5.96 mmol), 3,4-dichlorobenzaldehyde (1.15 g, 6.56 mmol), 2-methyl-2-thiopseudourea sulfate (0.913 g, 3.28 mmol) and sodium acetate (0.27 g, 3.28 mmol) was stirred in N,N-dimethylformamide (10 mL) for 24 hours at room temperature, then heated to 60° C. for 5 days. The DMF was removed in vacuo and ethyl acetate was added to the residue. The precipitate was removed by filtration and the filtrate was washed with water, s... Reactants: CN(C)C=O (DMF), C(C)C1=CC=C(C=C1)F (1-ethyl-4-fluorobenzene), CN(C)CCN(C)CCN(C)C (PMDTA), C(CCC)[Li] (n-butyl lithium). Run in C1CCOC1 (THF). Reaction conditions: temperature -60 celsius, time 40 minute. The product is C(C)C=1C=CC(=C(C=O)C1)F (5-ethyl-2-fluorobenzaldehyde). Isolated yield 94.6%. As a reaction SMILES: [CH2:1]([C:3]1[CH:8]=[CH:7][C:6]([F:9])=[CH:5][CH:4]=1)[CH3:2].CN(CCN(CCN(C)C)C)C.C([Li])CCC.CN([CH:30]=[O:31])C>C1COCC1>[CH2:1]([C:3]1[CH:4]=[CH:5][C:6]([F:9])=[C:7]([CH:8]=1)[CH:30]=[O:31])[CH3:2]. Procedure: To a solution of 1-ethyl-4-fluorobenzene (10 g, 80.6 mmol) and PMDTA (17 mL) in THF (60 mL) cooled to −78° C. was added 1.6 M n-butyl lithium (56 mL, 89 mmol) dropwise and the mixture stirred for 40 min at −60° C. Mixture cooled to −78° C. and added DMF (16 mL, 202 mmol) before allowing the mixture to warm to 23° C. Quenched with aqueous NH4Cl and extracted with EtOAc (3×50 mL). Organic layer was washed with H2O and brine before concentrating to afford 11.6 g of Intermediate 311.2. 1H-NMR (CDCl3... Starting materials: NCCCCCCO (6-amino-1-hexanol), ClC(=O)OCC(C)C (isobutyl chloroformate), OC(=O)CCCC[C@@H]1SC[C@@H]2NC(=O)N[C@H]12 (biotin), C(CCC)N(CCCC)CCCC (tributylamine), OC(=O)CCCC[C@@H]1SC[C@@H]2NC(=O)N[C@H]12 (biotin). Solvent: CN(C=O)C (N,N-dimethylformamide), CN(C=O)C (N,N-dimethylformamide). Run at temperature 0 celsius, time 10 minute. Yields the product OCCCCCCNC(CCCC[C@@H]1SC[C@@H]2NC(=O)N[C@H]12)=O (N-(6-hydroxyhexyl)biotinamide). Yield: 95.2%. Reaction SMILES: O[C:2]([CH2:4][CH2:5][CH2:6][CH2:7][C@H:8]1[C@@H:16]2[C@@H:11]([NH:12][C:13]([NH:15]2)=[O:14])[CH2:10][S:9]1)=[O:3].C(N(CCCC)CCCC)CCC.ClC(OCC(C)C)=O.[NH2:38][CH2:39][CH2:40][CH2:41][CH2:42][CH2:43][CH2:44][OH:45]>CN(C)C=O>[OH:45][CH2:44][CH2:43][CH2:42][CH2:41][CH2:40][CH2:39][NH:38][C:2](=[O:3])[CH2:4][CH2:5][CH2:6][CH2:7][C@H:8]1[C@@H:16]2[C@@H:11]([NH:12][C:13]([NH:15]2)=[O:14])[CH2:10][S:9]1. Procedure: A mixture of 10.0 g (41 mmoles) biotin (1) and 800 ml N,N-dimethylformamide was stirred until all of the biotin had dissolved. Then 12.8 ml (53.8 mmoles) of tributylamine was added and the solution stirred for 10 minutes. To this solution was added 6.4 ml (49.4 mmoles) of isobutyl chloroformate followed by stirring for 30 minutes. This solution was then slowly added to a cold (-5° C.) solution of 5.80 g (49.4 mmoles) 6-amino-1-hexanol in 800 ml N,N-dimethylformamide. Addition took place over a 3... Reactants: C(Cl)Cl (methylene dichloride), NC=1C=CC(=C(C1)N1C(N=C(C=C1)C=1C=NC=CC1)N)C (N-(5-Amino-2-methylphenyl)-4-(3-pyridyl)-2-aminopyrimidine), Cl.CN1CCN(CC1)[C@H]1CCC2=CC(=CC=C12)C(=O)Cl ((1S)-1-(4-Methylpiperazin-1-yl)-2,3-dihydro-1H-indene-5-carbonyl chloride hydrochloride), aqueous solution, [OH-].[Na+] (sodium hydroxide). Run in N1=CC=CC=C1 (pyridine). Yields the product CN1CCN(CC1)[C@H]1CCC2=CC(=CC=C12)C(=O)NC1=CC(=C(C=C1)C)NC1=NC=CC(=N1)C=1C=NC=CC1 ((1S)-1-(4-Methylpiperazin-1-yl)-N-(4-methyl-3-[(4-pyridin-3-ylpyrimidin-2-yl)amino]phenyl)-2,3-dihydro-1H-indene-5-carboxamide). Reaction SMILES: [NH2:1][C:2]1[CH:3]=[CH:4][C:5]([CH3:21])=[C:6]([N:8]2[CH:13]=[CH:12][C:11]([C:14]3[CH:15]=[N:16][CH:17]=[CH:18][CH:19]=3)=[N:10][CH:9]2[NH2:20])[CH:7]=1.Cl.[CH3:23][N:24]1[CH2:29][CH2:28][N:27]([C@@H:30]2[C:38]3[C:33](=[CH:34][C:35]([C:39](Cl)=[O:40])=[CH:36][CH:37]=3)[CH2:32][CH2:31]2)[CH2:26][CH2:25]1.[OH-].[Na+].C(Cl)Cl>N1C=CC=CC=1>[CH3:23][N:24]1[CH2:25][CH2:26][N:27]([C@@H:30]2[C:38]3[C:33](=[CH:34][C:35]([C:39]([NH:1][C:2]4[CH:3]=[CH:4][C:5]([CH3:21])=[C:6]([NH:8][C:9]5[N:10]=[C:11]([C:14]6[CH:15]=[N:16][CH:17]=[CH:18][CH:19]=6)[CH:12]=[CH:13][N:20]=5)[CH:7]=4)=[O:40])=[CH:36][CH:37]=3)[CH2:32][CH2:31]2)[CH2:28][CH2:29]1 |f:1.2,3.4|. Procedure details: N-(5-Amino-2-methylphenyl)-4-(3-pyridyl)-2-aminopyrimidine (681 g, 2.46 mol, 1.1-fold) was dissolved in pyridine (3 L). (1S)-1-(4-Methylpiperazin-1-yl)-2,3-dihydro-1H-indene-5-carbonyl chloride hydrochloride (1325 g, the actual maximum content of 626 g, equivalent to 2.235 mol, 1-fold) was added slowly within 30 minutes with stirring. The solution turned very hot since the reaction was severe but there was no need to have it cool down. After the solution was stirred overnight at room temperature...